This data is from the Open Reaction Database (ORD), a public repository of structured organic reaction records. The task is: describe an organic reaction: reactants, conditions, products, and yield Starting materials: ClC1=C(OCC(=O)OCC)C=C(C=C1)OC1=CC=C(C=C1)CN(C1=C(C(=CC=C1)[N+](=O)[O-])C)CC1=C(C=CC=C1)F (ethyl (2-chloro-5-(4-(((2-fluorobenzyl)(2-methyl-3-nitrophenyl)amino)methyl)phenoxy)phenoxy)acetate), [NH4+].[Cl-] (NH4Cl). The reagents and catalysts are [Fe] (iron). Solvent: C(C)O (ethanol), O (H2O). Product: NC=1C(=C(C=CC1)N(CC1=C(C=CC=C1)F)CC1=CC=C(OC=2C=CC(=C(OCC(=O)OCC)C2)Cl)C=C1)C (ethyl (5-(4-(((3-amino-2-methylphenyl)(2-fluorobenzyl)amino)methyl)phenoxy)-2-chlorophenoxy)acetate). Reaction SMILES: [Cl:1][C:2]1[CH:14]=[CH:13][C:12]([O:15][C:16]2[CH:21]=[CH:20][C:19]([CH2:22][N:23]([CH2:34][C:35]3[CH:40]=[CH:39][CH:38]=[CH:37][C:36]=3[F:41])[C:24]3[CH:29]=[CH:28][CH:27]=[C:26]([N+:30]([O-])=O)[C:25]=3[CH3:33])=[CH:18][CH:17]=2)=[CH:11][C:3]=1[O:4][CH2:5][C:6]([O:8][CH2:9][CH3:10])=[O:7].[NH4+].[Cl-]>C(O)C.O.[Fe]>[NH2:30][C:26]1[C:25]([CH3:33])=[C:24]([N:23]([CH2:22][C:19]2[CH:20]=[CH:21][C:16]([O:15][C:12]3[CH:13]=[CH:14][C:2]([Cl:1])=[C:3]([CH:11]=3)[O:4][CH2:5][C:6]([O:8][CH2:9][CH3:10])=[O:7])=[CH:17][CH:18]=2)[CH2:34][C:35]2[CH:40]=[CH:39][CH:38]=[CH:37][C:36]=2[F:41])[CH:29]=[CH:28][CH:27]=1 |f:1.2|. Procedure: The product from Example 306B in ethanol (1.2 mL) and H2O (0.6 mL) was treated with iron powder (100 mg, 1.8 mmoles) and NH4Cl (10 mg, 0.18 mmoles) at 80° C. overnight. The reaction mixture filtered, residue washed with methanol and dichloromethane, the filtrate concentrated in vacuo to provide the title compound. Reactants: O=C([O-])[O-], CN1CCCC1c1cncc(C#C[Si](C)(C)C)c1, CO, [Cs+], [Cs+]. The product is C#Cc1cncc(C2CCCN2C)c1. Reaction SMILES: [C:19](=[O:20])([O-:21])[O-:22].[CH3:1][Si:2]([CH3:3])([CH3:4])[C:5]#[C:6][c:7]1[cH:8][c:9]([CH:13]2[N:14]([CH3:18])[CH2:15][CH2:16][CH2:17]2)[cH:10][n:11][cH:12]1.[CH3:25][OH:26].[Cs+:23].[Cs+:24]>>[CH:5]#[C:6][c:7]1[cH:8][c:9]([CH:13]2[N:14]([CH3:18])[CH2:15][CH2:16][CH2:17]2)[cH:10][n:11][cH:12]1. Starting materials: CC(C)(C)OC(=O)N1CC2CCC(C1)N2Cc1ccccc1, CCO. Yields the product CC(C)(C)OC(=O)N1CC2CCC(C1)N2. As a reaction SMILES: [C:1]([CH3:2])([CH3:3])([CH3:4])[O:5][C:6](=[O:7])[N:8]1[CH2:9][CH:10]2[CH2:11][CH2:12][CH:13]([CH2:14]1)[N:15]2[CH2:16][c:17]1[cH:18][cH:19][cH:20][cH:21][cH:22]1.[CH3:23][CH2:24][OH:25]>>[C:1]([CH3:2])([CH3:3])([CH3:4])[O:5][C:6](=[O:7])[N:8]1[CH2:9][CH:10]2[CH2:11][CH2:12][CH:13]([CH2:14]1)[NH:15]2. Reactants: COc1ccc(N)cc1, CN(C)c1ccncc1, CCOC(C)=O, CC(O)(C(=O)Nc1ccc(S(=O)(=O)Cl)c(Cl)c1Cl)C(F)(F)F, c1ccncc1. The product is COc1ccc(NS(=O)(=O)c2ccc(NC(=O)C(C)(O)C(F)(F)F)c(Cl)c2Cl)cc1. As a reaction SMILES: [CH3:1][O:2][c:3]1[cH:4][cH:5][c:6]([NH2:9])[cH:7][cH:8]1.[CH3:38][N:39]([CH3:40])[c:41]1[cH:42][cH:43][n:44][cH:45][cH:46]1.[CH3:47][CH2:48][O:49][C:50]([CH3:51])=[O:52].[Cl:16][c:17]1[c:18]([NH:28][C:29]([C:30]([C:31]([F:32])([F:33])[F:34])([CH3:35])[OH:36])=[O:37])[cH:19][cH:20][c:21]([S:24](=[O:25])(=[O:26])[Cl:27])[c:22]1[Cl:23].[cH:10]1[cH:11][cH:12][n:13][cH:14][cH:15]1>>[CH3:1][O:2][c:3]1[cH:4][cH:5][c:6]([NH:9][S:24]([c:21]2[cH:20][cH:19][c:18]([NH:28][C:29]([C:30]([C:31]([F:32])([F:33])[F:34])([CH3:35])[OH:36])=[O:37])[c:17]([Cl:16])[c:22]2[Cl:23])(=[O:25])=[O:26])[cH:7][cH:8]1. Reactants: CS(C)=O, OCC1OC(OC2C(CO)OC(Br)C(O)C2O)C(O)C(O)C1O, [N-]=[N+]=[N-], [Na+]. Yields the product [N-]=[N+]=NC1OC(CO)C(OC2OC(CO)C(O)C(O)C2O)C(O)C1O. As a reaction SMILES: [CH3:28][S:29]([CH3:30])=[O:31].[CH:1]1([O:12][CH:13]2[CH:14]([OH:23])[CH:15]([OH:22])[CH:16]([Br:21])[O:17][CH:18]2[CH2:19][OH:20])[CH:2]([OH:3])[CH:4]([OH:5])[CH:6]([OH:7])[CH:8]([CH2:10][OH:11])[O:9]1.[N-:25]=[N+:26]=[N-:27].[Na+:24]>>[CH:1]1([O:12][CH:13]2[CH:14]([OH:23])[CH:15]([OH:22])[CH:16]([N:25]=[N+:26]=[N-:27])[O:17][CH:18]2[CH2:19][OH:20])[CH:2]([OH:3])[CH:4]([OH:5])[CH:6]([OH:7])[CH:8]([CH2:10][OH:11])[O:9]1.